Dataset: the Open Reaction Database (ORD), a public repository of structured organic reaction records. Task: describe an organic reaction: reactants, conditions, products, and yield Starting materials: C(C1=CC=C(N)C=C1)C1=CC=C(N)C=C1 (4,4'-methylene dianiline), C(C)(=O)C1=CC=CC=C1 (acetophenone), stannous chloride. Solvent: C1(=CC=CC=C1)C (toluene). Yields the product C(C1=CC=C(N=C(C2=CC=CC=C2)C)C=C1)C1=CC=C(N=C(C2=CC=CC=C2)C)C=C1 (4,4'-methylenebis{N-(α-methylbenzylidene)aniline}). Reaction SMILES: [CH2:1]([C:9]1[CH:15]=[CH:14][C:12]([NH2:13])=[CH:11][CH:10]=1)[C:2]1[CH:8]=[CH:7][C:5]([NH2:6])=[CH:4][CH:3]=1.[C:16]([C:19]1[CH:24]=[CH:23][CH:22]=[CH:21][CH:20]=1)(=O)[CH3:17]>C1(C)C=CC=CC=1>[CH2:1]([C:2]1[CH:3]=[CH:4][C:5]([N:6]=[C:1]([CH3:9])[C:2]2[CH:8]=[CH:7][CH:5]=[CH:4][CH:3]=2)=[CH:7][CH:8]=1)[C:9]1[CH:15]=[CH:14][C:12]([N:13]=[C:16]([CH3:17])[C:19]2[CH:24]=[CH:23][CH:22]=[CH:21][CH:20]=2)=[CH:11][CH:10]=1. Procedure: A mixture of 4,4'-methylene dianiline (198 g; 1 mole), acetophenone (240 g; 2 moles) and a catalytic amount of stannous chloride was refluxed in toluene (3L) for 30 hours using a Dean-Stark trap. The theoretical amount of water was removed from the system. The toluene was then removed under vacuum. Reactants: AlLiH4, [OH-].[Na+] (sodium hydroxide), N[C@@H]1[C@@H](CCCC1)C(=O)N1CCC(CC1)C (1-[Cis-(2-aminocyclohexyl)carbonyl]-4-methylpiperidine), O (water), O (water). Solvent: O1CCCC1 (tetrahydrofuran), O1CCCC1 (tetrahydrofuran). Product: CC1CCN(CC1)C[C@@H]1[C@@H](CCCC1)N (Cis-2-(4-methylpiperidinomethyl)cyclohexylamine). RXN SMILES: [NH2:1][C@H:2]1[CH2:7][CH2:6][CH2:5][CH2:4][C@H:3]1[C:8]([N:10]1[CH2:15][CH2:14][CH:13]([CH3:16])[CH2:12][CH2:11]1)=O.O.[OH-].[Na+]>O1CCCC1>[CH3:16][CH:13]1[CH2:14][CH2:15][N:10]([CH2:8][C@H:3]2[CH2:4][CH2:5][CH2:6][CH2:7][C@H:2]2[NH2:1])[CH2:11][CH2:12]1 |f:2.3|. Procedure details: 1-[Cis-(2-aminocyclohexyl)carbonyl]-4-methylpiperidine (6.57 g; 0.0293 mol) is dissolved in tetrahydrofuran (25 ml) and added dropwise to a suspension of AlLiH4 (2.22 g; 0.0586 mol) in tetrahydrofuran (50 ml). At the end of the addition, the reaction mixture is refluxed for 24 h and then hydrolyzed by carefully adding water (2.3 ml), then a 15% sodium hydroxide solution (2.3 ml) and then water (5 ml). Reactants: COC(C)(C)C, CS(C)=O, C[S+](C)(C)=O, [H-], [I-], [Na+], O, O=C1C=CC2COC(c3ccccc3)N12. Product: O=C1C2CC2C2COC(c3ccccc3)N12. RXN SMILES: [C:29]([O:30][CH3:31])([CH3:32])([CH3:33])[CH3:34].[CH3:25][S:26]([CH3:27])=[O:28].[CH3:4][S+:5]([CH3:6])([CH3:7])=[O:8].[H-:2].[I-:3].[Na+:1].[OH2:24].[c:9]1([CH:15]2[N:16]3[C:17](=[O:23])[CH:18]=[CH:19][CH:20]3[CH2:21][O:22]2)[cH:10][cH:11][cH:12][cH:13][cH:14]1>>[CH2:4]1[CH:18]2[C:17](=[O:23])[N:16]3[CH:15]([c:9]4[cH:10][cH:11][cH:12][cH:13][cH:14]4)[O:22][CH2:21][CH:20]3[CH:19]12. Reactants: BrC=1C=C(C(=O)OC)C=CC1OCCBr (methyl 3-bromo-4-(2-bromoethoxy)benzoate), [OH-].[Na+] (NaOH). Solvent: CO.O (MeOH H2O). Yields the product BrC=1C=C(C(=O)O)C=CC1OCCBr (3-bromo-4-(2-bromoethoxy)benzoic acid). Yield: 88.7%. Reaction SMILES: [Br:1][C:2]1[CH:3]=[C:4]([CH:9]=[CH:10][C:11]=1[O:12][CH2:13][CH2:14][Br:15])[C:5]([O:7]C)=[O:6].[OH-].[Na+]>CO.O>[Br:1][C:2]1[CH:3]=[C:4]([CH:9]=[CH:10][C:11]=1[O:12][CH2:13][CH2:14][Br:15])[C:5]([OH:7])=[O:6] |f:1.2,3.4|. Procedure: To a stirred solution of methyl 3-bromo-4-(2-bromoethoxy)benzoate (4.0 g, 1.0 eq) in MeOH/H2O (v/v 2:1, 60 mL) was added NaOH (0.715 g, 1.5 eq). The mixture was then refluxed for 25 min, and concentrated under reduced pressure. The residue was poured into water and washed with EtOAc. To the aqueous layer was added 3 N HCl to give the desired product as a white solid (3.4 g, 87% yield). 1H NMR (400 MHz, DMSO-d6) δ 8.07 (s, 1H), 7.92 (d, J=8.4 Hz, 1H), 7.23 (d, J=8.4 Hz, 1H), 4.50 (t, J=5.6 Hz, 2H...